This data is from the Open Reaction Database (ORD), a public repository of structured organic reaction records. The task is: describe an organic reaction: reactants, conditions, products, and yield Starting materials: FC1=CC=C(C(=O)C2=CC=CC=C2)C=C1 (4-fluorobenzophenone), N1CCNCC1 (piperazine), C([O-])([O-])=O.[K+].[K+] (potassium carbonate), CS(=O)C (dimethyl sulfoxide). Solvent: O (water). Conditions: temperature 100 celsius. The product is N1(CCNCC1)C1=CC=C(C(=O)C2=CC=CC=C2)C=C1 (4-piperazinobenzophenone). Yield: 99.5%. As a reaction SMILES: F[C:2]1[CH:15]=[CH:14][C:5]([C:6]([C:8]2[CH:13]=[CH:12][CH:11]=[CH:10][CH:9]=2)=[O:7])=[CH:4][CH:3]=1.[NH:16]1[CH2:21][CH2:20][NH:19][CH2:18][CH2:17]1.C(=O)([O-])[O-].[K+].[K+].CS(C)=O>O>[N:16]1([C:2]2[CH:15]=[CH:14][C:5]([C:6]([C:8]3[CH:13]=[CH:12][CH:11]=[CH:10][CH:9]=3)=[O:7])=[CH:4][CH:3]=2)[CH2:21][CH2:20][NH:19][CH2:18][CH2:17]1 |f:2.3.4|. Procedure: To a 500 mL one-neck flask was added 4-fluorobenzophenone (35 g), piperazine (13 g), potassium carbonate (22 g) and dimethyl sulfoxide (100 mL). The reaction mixture was heated to 100° C. for 20 hours. The mixture was cooled to room temperature and poured into water (400 mL). The mixture was extracted with chloroform (200 mL) and the recovered bottom layer was dried over sodium sulfate. The solvent was removed and the product was dried in vacuum oven at 60° C. for 6 hours to afford 40 g of waxy ... Reactants: CO, Fc1cnc(Cl)nc1Cl, Cl, Cc1cc2cc(N)ccc2[nH]1, O. Yields the product Cc1cc2cc(Nc3nc(Cl)ncc3F)ccc2[nH]1. Reaction SMILES: [CH3:22][OH:23].[Cl:1][c:2]1[n:3][cH:4][c:5]([F:9])[c:6]([Cl:8])[n:7]1.[ClH:21].[NH2:10][c:11]1[cH:12][c:13]2[cH:14][c:15]([CH3:20])[nH:16][c:17]2[cH:18][cH:19]1.[OH2:24]>>[Cl:1][c:2]1[n:3][cH:4][c:5]([F:9])[c:6]([NH:10][c:11]2[cH:12][c:13]3[cH:14][c:15]([CH3:20])[nH:16][c:17]3[cH:18][cH:19]2)[n:7]1. Starting materials: [OH-].[Na+] (sodium hydroxide), C(C1=CC=CC=C1)N([C@H](C(=O)OCC1=CC=CC=C1)CCC)CC1=CC=CC=C1 ((S)-benzyl 2-(dibenzylamino)pentanoate), Cl (hydrochloric acid), C(C1=CC=CC=C1)N([C@H](C(=O)OCC1=CC=CC=C1)CCC)CC1=CC=CC=C1 ((S)-benzyl 2-(dibenzylamino)pentanoate). Solvent: O (water), CO (methanol). Conditions: temperature 90 celsius. The product is C(C1=CC=CC=C1)N([C@H](C(=O)O)CCC)CC1=CC=CC=C1 ((S)-2-(dibenzylamino)pentanoic acid). Isolated yield 66.3%. RXN SMILES: [CH2:1]([N:8]([CH2:23][C:24]1[CH:29]=[CH:28][CH:27]=[CH:26][CH:25]=1)[C@@H:9]([CH2:20][CH2:21][CH3:22])[C:10]([O:12]CC1C=CC=CC=1)=[O:11])[C:2]1[CH:7]=[CH:6][CH:5]=[CH:4][CH:3]=1.[OH-].[Na+].Cl>CO.O>[CH2:23]([N:8]([CH2:1][C:2]1[CH:3]=[CH:4][CH:5]=[CH:6][CH:7]=1)[C@@H:9]([CH2:20][CH2:21][CH3:22])[C:10]([OH:12])=[O:11])[C:24]1[CH:25]=[CH:26][CH:27]=[CH:28][CH:29]=1 |f:1.2|. Reported procedure: The crude (S)-benzyl 2-(dibenzylamino)pentanoate (3) (2.2 Kg) was dissolved in methanol (5.5 L). A previously prepared, cold (0-5° C.) solution of sodium hydroxide (568 g; 14.2 mol) in water (6 L) was added to the solution of (3), and the resulting mixture heated at 90° C. for 20 hours. The reaction mixture was then allowed to cool to ambient temperature, and the methanol evaporated under reduced pressure. The residue was diluted with water (25 L), and extracted with methyl t-butyl ether/hexane ... As a reaction SMILES: [CH3:1][O:2][C:3](=[O:20])[C:4]1[CH:9]=[CH:8][C:7]([CH3:10])=[C:6]([N:11]2[C:16](=[O:17])[CH:15]=[C:14]([OH:18])[N:13]=[C:12]2[CH3:19])[CH:5]=1.[CH3:21][O:22][C:23]1[CH:24]=[C:25]([CH:28]=[CH:29][CH:30]=1)[CH2:26]Br.C(=O)([O-])[O-].[K+].[K+].C1OCCOCCOCCOCCOCCOC1>CN(C)C=O>[CH3:1][O:2][C:3](=[O:20])[C:4]1[CH:9]=[CH:8][C:7]([CH3:10])=[C:6]([N:11]2[C:16](=[O:17])[CH:15]=[C:14]([O:18][CH2:26][C:25]3[CH:28]=[CH:29][CH:30]=[C:23]([O:22][CH3:21])[CH:24]=3)[N:13]=[C:12]2[CH3:19])[CH:5]=1 |f:2.3.4|. Conditions: time 1 hour. Isolated yield 34.1%. The product is COC(C1=CC(=C(C=C1)C)N1C(=NC(=CC1=O)OCC1=CC(=CC=C1)OC)C)=O (3-[4-(3-methoxy-benzyloxy)-2-methyl-6-oxo-6H-pyrimidin-1-yl]-4-methyl-benzoic acid methyl ester). Procedure details: To a solution of Intermediate 2 (460 mg, 1.68 mmol) in N,N-dimethylformamide (2 mL) was added 3-methoxybenzyl bromide (0.23 mL, 1.68 mmol), potassium carbonate (350 mg, 2.53 mmol) and 18-crown-6 (40 mg). The slurry was stirred at ambient temperature for one hour. The reaction was partitioned between ethyl acetate and water. The organic layer was washed with water and brine and dried over magnesium sulfate. The slurry was filtered and concentrated in vacuo. The crude material was purified using n... Run in CN(C=O)C (N,N-dimethylformamide). Starting materials: COC(C1=CC(=C(C=C1)C)N1C(=NC(=CC1=O)O)C)=O (3-(4-hydroxy-2-methyl-6-oxo-6H-pyrimidin-1-yl)-4-methyl-benzoic acid methyl ester), COC=1C=C(CBr)C=CC1 (3-methoxybenzyl bromide), C([O-])([O-])=O.[K+].[K+] (potassium carbonate), C1COCCOCCOCCOCCOCCO1 (18-crown-6). The reactants are ClC=1OC(=C(N1)C1=CC=C(C=C1)Cl)CCC(=O)OC (methyl 3-[2-chloro-4-(4-chlorophenyl)-5-oxazolyl]propionate), OB(C1=CC=CC=C1)O (dihydroxyphenylborane), C(O)([O-])=O.[Na+] (sodium hydrogen carbonate), C1(=CC=CC=C1)C (toluene). Reagents/catalysts: C=1C=CC(=CC1)[P](C=2C=CC=CC2)(C=3C=CC=CC3)[Pd]([P](C=4C=CC=CC4)(C=5C=CC=CC5)C=6C=CC=CC6)([P](C=7C=CC=CC7)(C=8C=CC=CC8)C=9C=CC=CC9)[P](C=1C=CC=CC1)(C=1C=CC=CC1)C=1C=CC=CC1 (tetrakis(triphenylphosphine)palladium). Run in O (water), C(C)O (ethanol). The product is ClC1=CC=C(C=C1)C=1N=C(OC1CCC(=O)OC)C1=CC=CC=C1 (Methyl 3-[4-(4-chlorophenyl)-2-phenyl-5-oxazolyl]propionate). Isolated yield 87.8%. Reaction SMILES: Cl[C:2]1[O:3][C:4]([CH2:14][CH2:15][C:16]([O:18][CH3:19])=[O:17])=[C:5]([C:7]2[CH:12]=[CH:11][C:10]([Cl:13])=[CH:9][CH:8]=2)[N:6]=1.OB(O)[C:22]1[CH:27]=[CH:26][CH:25]=[CH:24][CH:23]=1.C(=O)([O-])O.[Na+].C1(C)C=CC=CC=1>C1C=CC([P]([Pd]([P](C2C=CC=CC=2)(C2C=CC=CC=2)C2C=CC=CC=2)([P](C2C=CC=CC=2)(C2C=CC=CC=2)C2C=CC=CC=2)[P](C2C=CC=CC=2)(C2C=CC=CC=2)C2C=CC=CC=2)(C2C=CC=CC=2)C2C=CC=CC=2)=CC=1.O.C(O)C>[Cl:13][C:10]1[CH:11]=[CH:12][C:7]([C:5]2[N:6]=[C:2]([C:22]3[CH:27]=[CH:26][CH:25]=[CH:24][CH:23]=3)[O:3][C:4]=2[CH2:14][CH2:15][C:16]([O:18][CH3:19])=[O:17])=[CH:8][CH:9]=1 |f:2.3,^1:44,46,65,84|. Reported procedure: A mixture of methyl 3-[2-chloro-4-(4-chlorophenyl)-5-oxazolyl]propionate (1.50 g), dihydroxyphenylborane (650 mg), sodium hydrogen carbonate (1.68 g), tetrakis(triphenylphosphine)palladium (250 mg), toluene (50 mL), ethanol (25 mL) and water (25 mL) was stirred under an argon atmosphere with heating under reflux for 12 hrs. The reaction mixture was concentrated and the residue was purified by silica gel column chromatography. Methyl 3-[4-(4-chlorophenyl)-2-phenyl-5-oxazolyl]propionate (1.50 g, 8... Starting materials: ClC1=CC=C2C=NN(C2=C1)C=1N=C2C(=NC1)N(C=C2C(=O)NC(CO)(C)C)COCC[Si](C)(C)C (2-(6-chloro-1H-indazol-1-yl)-N-(1-hydroxy-2-methylpropan-2-yl)-5-((2-(trimethylsilyl)ethoxy)methyl)-5H-pyrrolo[2,3-b]pyrazine-7-carboxamide), FC(C(=O)O)(F)F (trifluoroacetic acid). Solvent: ClCCl (dichloromethane). Yields the product OCC(C)(C)NC(=O)C1=CNC2=NC=C(N=C21)N2N=CC1=CC=C(C=C21)Cl (2-(6-chloro-indazol-1-yl)-5H-pyrrolo[2,3-b]pyrazine-7-carboxylic acid (2-hydroxy-1,1-dimethyl-ethyl)-amide). Yield: 0.1%. Reaction SMILES: [Cl:1][C:2]1[CH:10]=[C:9]2[C:5]([CH:6]=[N:7][N:8]2[C:11]2[N:12]=[C:13]3[C:19]([C:20]([NH:22][C:23]([CH3:27])([CH3:26])[CH2:24][OH:25])=[O:21])=[CH:18][N:17](COCC[Si](C)(C)C)[C:14]3=[N:15][CH:16]=2)=[CH:4][CH:3]=1.FC(F)(F)C(O)=O>ClCCl>[OH:25][CH2:24][C:23]([NH:22][C:20]([C:19]1[C:13]2[C:14](=[N:15][CH:16]=[C:11]([N:8]3[C:9]4[C:5](=[CH:4][CH:3]=[C:2]([Cl:1])[CH:10]=4)[CH:6]=[N:7]3)[N:12]=2)[NH:17][CH:18]=1)=[O:21])([CH3:27])[CH3:26]. Procedure: To a stirred solution of 2-(6-chloro-1H-indazol-1-yl)-N-(1-hydroxy-2-methylpropan-2-yl)-5-((2-(trimethylsilyl)ethoxy)methyl)-5H-pyrrolo[2,3-b]pyrazine-7-carboxamide (124 mg, 241 mmol) in dichloromethane (2 mL) was added trifluoroacetic acid (1 mL). After 15 h the mixture was concentrated and 25 mL of a Jan. 10, 1960 mixture of ammonium hydroxide/methanol/dichloromethane added. After 1 h the mixture was concentrated in vacuo. Purification by chromatography (silica, 24 g Analogix column, 0-4% of a...